From a dataset of the Open Reaction Database (ORD), a public repository of structured organic reaction records. describe an organic reaction: reactants, conditions, products, and yield The reactants are S(O)(O)(=O)=O (sulphuric acid), [H-].C(C(C)C)[Al+]CC(C)C (diisobutyl aluminium hydride), ClC=1C(=CC2=C(CC(O2)=O)C1)N1CCCCC1 (5-chloro-6-(piperidin-1-yl)-benzofuran-2(3H)-one). Solvent: C1(=CC=CC=C1)C (toluene), O1CCCC1 (tetrahydrofuran), O (water). Reaction conditions: time 30 minute. Product: ClC=1C(=CC2=C(CC(O2)O)C1)N1CCCCC1 (5-chloro-2-hydroxy-6-(piperidin-1-yl)-2,3-dihydrobenzofuran). Reaction SMILES: [Cl:1][C:2]1[C:3]([N:12]2[CH2:17][CH2:16][CH2:15][CH2:14][CH2:13]2)=[CH:4][C:5]2[O:9][C:8](=[O:10])[CH2:7][C:6]=2[CH:11]=1.[H-].C([Al+]CC(C)C)C(C)C.S(=O)(=O)(O)O>O1CCCC1.C1(C)C=CC=CC=1.O>[Cl:1][C:2]1[C:3]([N:12]2[CH2:17][CH2:16][CH2:15][CH2:14][CH2:13]2)=[CH:4][C:5]2[O:9][CH:8]([OH:10])[CH2:7][C:6]=2[CH:11]=1 |f:1.2|. Procedure: A solution of 251 mg (1.00 mmole) of 5-chloro-6-(piperidin-1-yl)-benzofuran-2(3H)-one in 5 ml of absolute tetrahydrofuran is cooled to -78° under a nitrogen atmosphere, 0.84 ml (1.00 mmole) of a 20% diisobutyl aluminium hydride solution in toluene is added and the whole is stirred for 30 minutes at -78°. 2 ml of 2N sulphuric acid are then added and the whole is stirred for 15 minutes at -40°. The reaction mixture is diluted with water and extracted with methylene chloride. The organic phases are... Reactants: ClC=1C=C(C=C(C1I)OCC1CC1)CC(=O)OCC (ethyl 2-(3-chloro-5-(cyclopropylmethoxy)-4-iodophenyl)acetate), FC(C1=CC=C(C=C1)B(O)O)(F)F (4-trifluoromethylphenylboronic acid), [F-].[Cs+] (CsF), CCOC(=O)C (EtOAc). Reagents/catalysts: C=1C=CC(=CC1)[P](C=2C=CC=CC2)(C=3C=CC=CC3)[Pd]([P](C=4C=CC=CC4)(C=5C=CC=CC5)C=6C=CC=CC6)([P](C=7C=CC=CC7)(C=8C=CC=CC8)C=9C=CC=CC9)[P](C=1C=CC=CC1)(C=1C=CC=CC1)C=1C=CC=CC1 (Pd (PPh3)4). The solvent is COCCOC (1,2-dimethoxy ethane), O (water). Product: ClC1=C(C(=CC(=C1)CC(=O)OCC)OCC1CC1)C1=CC=C(C=C1)C(F)(F)F (ethyl 2-(2-chloro-6-(cyclopropylmethoxy)-4′-(trifluoromethyl)biphenyl-4-yl)acetate). Isolated yield 79.6%. RXN SMILES: [Cl:1][C:2]1[CH:3]=[C:4]([CH2:14][C:15]([O:17][CH2:18][CH3:19])=[O:16])[CH:5]=[C:6]([O:9][CH2:10][CH:11]2[CH2:13][CH2:12]2)[C:7]=1I.[F:20][C:21]([F:32])([F:31])[C:22]1[CH:27]=[CH:26][C:25](B(O)O)=[CH:24][CH:23]=1.[F-].[Cs+].CCOC(C)=O>COCCOC.C1C=CC([P]([Pd]([P](C2C=CC=CC=2)(C2C=CC=CC=2)C2C=CC=CC=2)([P](C2C=CC=CC=2)(C2C=CC=CC=2)C2C=CC=CC=2)[P](C2C=CC=CC=2)(C2C=CC=CC=2)C2C=CC=CC=2)(C2C=CC=CC=2)C2C=CC=CC=2)=CC=1.O>[Cl:1][C:2]1[CH:3]=[C:4]([CH2:14][C:15]([O:17][CH2:18][CH3:19])=[O:16])[CH:5]=[C:6]([O:9][CH2:10][CH:11]2[CH2:13][CH2:12]2)[C:7]=1[C:25]1[CH:26]=[CH:27][C:22]([C:21]([F:32])([F:31])[F:20])=[CH:23][CH:24]=1 |f:2.3,^1:50,52,71,90|. Procedure: A mixture of compound ethyl 2-(3-chloro-5-(cyclopropylmethoxy)-4-iodophenyl)acetate (5.1 g, 14 mmol), 4-trifluoromethylphenylboronic acid (3.36 g, 17 mmol), CsF (0.28 g, 1.84 mmol) and Pd (PPh3)4 (0.410 g, 0.4 mmol) in 75 mL anhydrous 1,2-dimethoxy ethane was refluxed for 8 h under argon. The reaction mixture was cooled to RT and 75 mL of EtOAc and 75 mL of water were added. The organic phase was separated, dried over NaSO4, filtered and concentrated under reduced pressure to give a yellow oil. ... Starting materials: C1CCOC1, CCOC=O, CS(=O)(=O)Nn1c(=O)[nH]c2cc(C(F)(F)F)c(CN)cc2c1=O. Product: CS(=O)(=O)Nn1c(=O)[nH]c2cc(C(F)(F)F)c(CNC=O)cc2c1=O. Reaction SMILES: [CH2:29]1[O:30][CH2:31][CH2:32][CH2:33]1.[CH:24](=[O:25])[O:26][CH2:27][CH3:28].[NH2:1][CH2:2][c:3]1[cH:4][c:5]2[c:6](=[O:23])[n:7]([NH:18][S:19](=[O:20])(=[O:21])[CH3:22])[c:8](=[O:17])[nH:9][c:10]2[cH:11][c:12]1[C:13]([F:14])([F:15])[F:16]>>[NH:1]([CH2:2][c:3]1[cH:4][c:5]2[c:6](=[O:23])[n:7]([NH:18][S:19](=[O:20])(=[O:21])[CH3:22])[c:8](=[O:17])[nH:9][c:10]2[cH:11][c:12]1[C:13]([F:14])([F:15])[F:16])[CH:24]=[O:25].